This data is from the Open Reaction Database (ORD), a public repository of structured organic reaction records. The task is: describe an organic reaction: reactants, conditions, products, and yield RXN SMILES: Br[C:2]1[S:3][C:4]([NH:33]C(=O)OC(C)(C)C)=[C:5]([C:7](=[O:32])[NH:8][C:9]2[CH:10]=[N:11][N:12]([CH3:31])[C:13]=2[C@@H:14]2[CH2:20][CH2:19][C@@H:18]([NH:21]C(OC(C)(C)C)=O)[C@@H:17]([O:29][CH3:30])[CH2:16][O:15]2)[N:6]=1.[F:41][C:42]1[CH:47]=[CH:46][C:45]([CH3:48])=[CH:44][C:43]=1B(O)O>>[NH2:33][C:4]1[S:3][C:2]([C:43]2[CH:44]=[C:45]([CH3:48])[CH:46]=[CH:47][C:42]=2[F:41])=[N:6][C:5]=1[C:7]([NH:8][C:9]1[CH:10]=[N:11][N:12]([CH3:31])[C:13]=1[C@@H:14]1[CH2:20][CH2:19][C@@H:18]([NH2:21])[C@@H:17]([O:29][CH3:30])[CH2:16][O:15]1)=[O:32]. Procedure: Following the procedure for Example 101 starting from tert-butyl N-[2-bromo-4-[[5-[(2S,5R,6R)-5-(tert-butoxycarbonylamino)-6-methoxy-oxepan-2-yl]-1-methyl-pyrazol-4-yl]carbamoyl]thiazol-5-yl]carbamate (Intermediate 98), and replacing 3,6-dihydro-2H-pyran-4-boronic acid pinacol ester with (2-fluoro-5-methylphenyl)boronic acid gave 264. 1H NMR (400 MHz, DMSO-d6) δ 9.64 (s, 1H), 7.92-7.82 (m, 2H), 7.44 (br, 2H), 7.29-7.19 (m, 2H), 5.12 (t, J=5.4 Hz, 1H), 3.97-3.88 (m, 2H), 3.71 (s, 3H), 3.53-3.44 (... Reactants: BrC=1SC(=C(N1)C(NC=1C=NN(C1[C@H]1OC[C@@H]([C@@H](CC1)NC(=O)OC(C)(C)C)OC)C)=O)NC(OC(C)(C)C)=O (tert-butyl N-[2-bromo-4-[[5-[(2S,5R,6R)-5-(tert-butoxycarbonylamino)-6-methoxy-oxepan-2-yl]-1-methyl-pyrazol-4-yl]carbamoyl]thiazol-5-yl]carbamate), BrC=1SC(=C(N1)C(NC=1C=NN(C1[C@H]1OC[C@@H]([C@@H](CC1)NC(=O)OC(C)(C)C)OC)C)=O)NC(OC(C)(C)C)=O (tert-butyl N-[2-bromo-4-[[5-[(2S,5R,6R)-5-(tert-butoxycarbonylamino)-6-methoxy-oxepan-2-yl]-1-methyl-pyrazol-4-yl]carbamoyl]thiazol-5-yl]carbamate), FC1=C(C=C(C=C1)C)B(O)O ((2-fluoro-5-methylphenyl)boronic acid). Product: NC1=C(N=C(S1)C1=C(C=CC(=C1)C)F)C(=O)NC=1C=NN(C1[C@H]1OC[C@@H]([C@@H](CC1)N)OC)C (5-amino-N-(5-((2S,5R,6R)-5-amino-6-methoxyoxepan-2-yl)-1-methyl-1H-pyrazol-4-yl)-2-(2-fluoro-5-methylphenyl)thiazole-4-carboxamide). Starting materials: C1(CC1)NC(=O)C1=CN(C2=NC=CC=C2C1=O)C=1C=C(C=CC1)C1=CC=C(C=C1)C(=O)O (3′-[3-[(Cyclopropylamino)carbonyl]-4-oxo-1,8-naphthyridin-1(4H)-yl]-1,1′-biphenyl-4-carboxylic acid), BrC1=CC=C(CC2(CCC2)C(=O)OCC)C=C1 (ethyl 1-(4-bromobenzyl)cyclobutanecarboxylate), C(=O)([O-])[O-].[Na+].[Na+] (Na2CO3), C1=CC=C(C=C1)P(C2=CC=CC=C2)C3=CC=CC=C3 (PPh3), PdCl2dppf. Reagents/catalysts: CC(=O)[O-].CC(=O)[O-].[Pd+2] (Pd(OAc)2). The solvent is C(CC)O.CN(C)C=O (n-propanol DMF). Run at temperature 70 celsius, time 2 hour. Product: C1(CC1)NC(=O)C1=CN(C2=NC=CC=C2C1=O)C=1C=C(C=CC1)C1=CC=C(C=C1)CC1(CCC1)C(=O)OCC (ethyl 1-({3′-[3-[(cyclopropylamino)carbonyl]-4-oxo-1,8-naphthyridin-1(4H)-yl]biphenyl-4-yl}methyl)cyclobutanecarboxylate). Reaction SMILES: [CH:1]1([NH:4][C:5]([C:7]2[C:16](=[O:17])[C:15]3[C:10](=[N:11][CH:12]=[CH:13][CH:14]=3)[N:9]([C:18]3[CH:19]=[C:20]([C:24]4[CH:29]=[CH:28][C:27](C(O)=O)=[CH:26][CH:25]=4)[CH:21]=[CH:22][CH:23]=3)[CH:8]=2)=[O:6])[CH2:3][CH2:2]1.BrC1C=CC([CH2:38][C:39]2([C:43]([O:45][CH2:46][CH3:47])=[O:44])[CH2:42][CH2:41][CH2:40]2)=CC=1.C([O-])([O-])=O.[Na+].[Na+].C1C=CC(P(C2C=CC=CC=2)C2C=CC=CC=2)=CC=1>C(O)CC.CN(C=O)C.CC([O-])=O.CC([O-])=O.[Pd+2]>[CH:1]1([NH:4][C:5]([C:7]2[C:16](=[O:17])[C:15]3[C:10](=[N:11][CH:12]=[CH:13][CH:14]=3)[N:9]([C:18]3[CH:19]=[C:20]([C:24]4[CH:25]=[CH:26][C:27]([CH2:38][C:39]5([C:43]([O:45][CH2:46][CH3:47])=[O:44])[CH2:42][CH2:41][CH2:40]5)=[CH:28][CH:29]=4)[CH:21]=[CH:22][CH:23]=3)[CH:8]=2)=[O:6])[CH2:3][CH2:2]1 |f:2.3.4,6.7,8.9.10|. Procedure details: A mixture of NAPHTHYRIDINONE 3 (1.0 eq), ester from step 1 (1.5 eq), Na2CO3 (3.5 eq; 2M in H2O), Pd(OAc)2 (0.05 eq.) and PPh3 (0.15 eq.) or PdCl2dppf (0.05 eq) in n-propanol-DMF (1:1, 0.1M) was stirred at 70° C. for 2 h. The mixture was cooled to it, quenched with AcOH and diluted with EtOAc. The combined organic extracts were washed with brine, dried over Na2SO4, filtered and concentrated. Flash chromatography (CH2Cl2/MeOH, 99:1) afforded the title compound. Reactants: C(C1=CC=CC=C1)O[C@H]1[C@@H]([C@@H](CC1)CC#N)C1=CC=C(C=C1)F (1-(R)-(Benzyloxy)-2-(S)-(4-fluorophenyl)-3-(S)-(cyanomethyl)-cyclopentane), [N-]=[N+]=[N-].[Na+] (sodium azide), [Cl-].[NH4+] (ammonium chloride). The solvent is CN(C)C=O (DMF), O (water). Conditions: temperature 125 celsius. Product: C(C1=CC=CC=C1)O[C@H]1[C@@H]([C@@H](CC1)CC1=NN=NN1)C1=CC=C(C=C1)F (1-(R)-(Benzyloxy)-2-(S)-(4-fluorophenyl)-3-(S)-(tetrazol-5-ylmethyl)cyclopentane). Yield: 64.2%. Reaction SMILES: [CH2:1]([O:8][C@@H:9]1[CH2:13][CH2:12][C@@H:11]([CH2:14][C:15]#[N:16])[C@H:10]1[C:17]1[CH:22]=[CH:21][C:20]([F:23])=[CH:19][CH:18]=1)[C:2]1[CH:7]=[CH:6][CH:5]=[CH:4][CH:3]=1.[N-:24]=[N+:25]=[N-:26].[Na+].[Cl-].[NH4+]>CN(C=O)C.O>[CH2:1]([O:8][C@@H:9]1[CH2:13][CH2:12][C@@H:11]([CH2:14][C:15]2[NH:26][N:25]=[N:24][N:16]=2)[C@H:10]1[C:17]1[CH:22]=[CH:21][C:20]([F:23])=[CH:19][CH:18]=1)[C:2]1[CH:3]=[CH:4][CH:5]=[CH:6][CH:7]=1 |f:1.2,3.4|. Reported procedure: To a solution of 342 mg of product from Step D in 7 mL of DMF was added 215 mg of sodium azide and 176 mg of ammonium chloride. The reaction was heated at 125° C. for 4 days and then cooled and diluted with water and extracted twice with ether. The organic layers were washed with a portion of brine, combined, dried over sodium sulfate and evaporated. The residue was purified by flash chromatography with 5% methanol in methylene chloride to obtain 250 mg of title compound as a oil. T.l.c. (5% met... The yield is 73.2%. Procedure: To a solution of E-4-fluorocinnamic acid (1.18 g, 7. 10 mmol), which is commercially available from Sigma-Aldrich, and TBTU (3.42 g, 10.6 mmol) in DMF (50 mL) was added 1-isopropylpiperazine (1.12 mL, 7.81 mmol) at ambient temperature. The reaction was stirred for ca. 15.5 h before being concentrated under reduced pressure, wherein the crude residue was dissolved in EtOAc (70 mL) and partitioned with sat. aq. NaHCO3 (25 mL). The aq. layer was separated and further extracted with EtOAc (2×30 mL).... Run in CN(C)C=O (DMF). As a reaction SMILES: [F:1][C:2]1[CH:12]=[CH:11][C:5](/[CH:6]=[CH:7]/[C:8]([OH:10])=O)=[CH:4][CH:3]=1.CN(C(ON1N=NC2C=CC=CC1=2)=[N+](C)C)C.[B-](F)(F)(F)F.[CH:35]([N:38]1[CH2:43][CH2:42][NH:41][CH2:40][CH2:39]1)([CH3:37])[CH3:36]>CN(C=O)C>[F:1][C:2]1[CH:3]=[CH:4][C:5](/[CH:6]=[CH:7]/[C:8]([N:41]2[CH2:42][CH2:43][N:38]([CH:35]([CH3:37])[CH3:36])[CH2:39][CH2:40]2)=[O:10])=[CH:11][CH:12]=1 |f:1.2|. Product: FC1=CC=C(C=C1)/C=C/C(=O)N1CCN(CC1)C(C)C ((E)-3-(4-Fluorophenyl)-1-(4-isopropylpiperazin-1-yl)prop-2-en-1-one). Reaction conditions: time 15.5 hour. Reactants: FC1=CC=C(/C=C/C(=O)O)C=C1 (E-4-fluorocinnamic acid), CN(C)C(=[N+](C)C)ON1C2=C(C=CC=C2)N=N1.[B-](F)(F)(F)F (TBTU), C(C)(C)N1CCNCC1 (1-isopropylpiperazine).